Dataset: the Open Reaction Database (ORD), a public repository of structured organic reaction records. Task: describe an organic reaction: reactants, conditions, products, and yield Starting materials: C(CCC)C=1NC=2C(=NC=CC2)N1 (2-butylimidazo[4,5-b]pyridine), NC=1C=NC=CC1N (3,4-diaminopyridine), C(CCC)(=O)O (butyric acid). The product is C(CC)C=1NC=2C(=NC=CC2)N1 (2-propylimidazo[4,5-b]pyridine). Reaction SMILES: [CH2:1]([C:5]1[NH:6][C:7]2[C:8]([N:13]=1)=[N:9][CH:10]=[CH:11][CH:12]=2)[CH2:2][CH2:3]C.NC1C=NC=CC=1N.C(O)(=O)CCC>>[CH2:1]([C:5]1[NH:6][C:7]2[C:8]([N:13]=1)=[N:9][CH:10]=[CH:11][CH:12]=2)[CH2:2][CH3:3]. Reported procedure: The title compound was prepared according to the procedure described for the preparation of 2-butylimidazo[4,5-b]pyridine starting with 3,4-diaminopyridine and butyric acid. Yield: 6.60 g (89%) amorphous solid. Starting materials: C1(=CC=CC=C1)OC (Anisole), C(=O)(C(F)(F)F)O (TFA), ClC(C)Cl (dichloroethane), ClC1=C(C=C(C=C1NC1=NN2C(C(=N1)N(CC1=CC=C(C=C1)OC)C1CC1)=NC=C2C#N)C#N)N2CC1C(CC2)N(CC1)C(=O)OC (methyl 5-(2-chloro-5-cyano-3-((7-cyano-4-(cyclopropyl(4-methoxybenzyl)amino)imidazo[2,1-f][1,2,4]triazin-2-yl)amino)phenyl)octahydro-1H-pyrrolo[3,2-c]pyridine-1-carboxylate). The product is ClC1=C(C=C(C=C1NC1=NN2C(C(=N1)NC1CC1)=NC=C2C#N)C#N)N2CC1C(CC2)N(CC1)C(=O)OC (methyl 5-(2-chloro-5-cyano-3-((7-cyano-4-(cyclopropylamino)imidazo[2,1-f][1,2,4]triazin-2-yl)amino)phenyl)octahydro-1H-pyrrolo[3,2-c]pyridine-1-carboxylate). Yield: 75.2%. RXN SMILES: C1(OC)C=CC=CC=1.C(O)(C(F)(F)F)=O.ClC(Cl)C.[Cl:20][C:21]1[C:26]([NH:27][C:28]2[N:33]=[C:32]([N:34]([CH:44]3[CH2:46][CH2:45]3)CC3C=CC(OC)=CC=3)[C:31]3=[N:47][CH:48]=[C:49]([C:50]#[N:51])[N:30]3[N:29]=2)=[CH:25][C:24]([C:52]#[N:53])=[CH:23][C:22]=1[N:54]1[CH2:59][CH2:58][CH:57]2[N:60]([C:63]([O:65][CH3:66])=[O:64])[CH2:61][CH2:62][CH:56]2[CH2:55]1>>[Cl:20][C:21]1[C:26]([NH:27][C:28]2[N:33]=[C:32]([NH:34][CH:44]3[CH2:45][CH2:46]3)[C:31]3=[N:47][CH:48]=[C:49]([C:50]#[N:51])[N:30]3[N:29]=2)=[CH:25][C:24]([C:52]#[N:53])=[CH:23][C:22]=1[N:54]1[CH2:59][CH2:58][CH:57]2[N:60]([C:63]([O:65][CH3:66])=[O:64])[CH2:61][CH2:62][CH:56]2[CH2:55]1. Reported procedure: Anisole (0.027 ml, 0.244 mmol) and 25% TFA in dichloroethane (2 ml, 6.49 mmol) were added to methyl 5-(2-chloro-5-cyano-3-((7-cyano-4-(cyclopropyl(4-methoxybenzyl)amino)imidazo[2,1-f][1,2,4]triazin-2-yl)amino)phenyl)octahydro-1H-pyrrolo[3,2-c]pyridine-1-carboxylate (28 mg, 0.0429 mmol) and the resulting solution was stirred at room temperature over the weekend. Solvent was evaporated in vacuo and the residue was dissolved in acetonitrile and neutralized with 2N ammonia in methanol. Desired produ... Reactants: BrC1=CC=C(C#N)C=C1 (4-Bromobenzonitrile), FC1=C(C=C(C=C1)[N+](=O)[O-])B1OC(C(O1)(C)C)(C)C (2-(2-fluoro-5-nitrophenyl)-4,4,5,5-tetramethyl-[1,3,2]dioxaborolane). The product is FC1=C(C=C(C=C1)[N+](=O)[O-])C1=CC=C(C=C1)C#N (2′-fluoro-5′-nitrobiphenyl-4-carbonitrile). As a reaction SMILES: Br[C:2]1[CH:9]=[CH:8][C:5]([C:6]#[N:7])=[CH:4][CH:3]=1.[F:10][C:11]1[CH:16]=[CH:15][C:14]([N+:17]([O-:19])=[O:18])=[CH:13][C:12]=1B1OC(C)(C)C(C)(C)O1>>[F:10][C:11]1[CH:16]=[CH:15][C:14]([N+:17]([O-:19])=[O:18])=[CH:13][C:12]=1[C:2]1[CH:9]=[CH:8][C:5]([C:6]#[N:7])=[CH:4][CH:3]=1. Procedure details: 4-Bromobenzonitrile and 2-(2-fluoro-5-nitrophenyl)-4,4,5,5-tetramethyl-[1,3,2]dioxaborolane were coupled using the procedure described in Example 7 part c) to afford 2′-fluoro-5′-nitrobiphenyl-4-carbonitrile as a brown solid: δH(400 MHz, CDCl3) 7.37 (1H, dd, J 9 and 9), 7.70 (2H, dd, J 8 and 1), 7.80 (1H, dd, J 8 and 1), 8.29-8.33 (1H, m), 8.37-8.40 (1H, m). Starting materials: CI (methyl iodide), ice water, CC1=CC=CC=2C(C3=C(C=CC21)C=CC=C3)=O (1-methyl-5H-dibenzo[a,d]cyclohepten-5-one), ClCCCN(C)C (1chloro-3-dimethylaminopropane), ice water, [Cl-].[NH4+] (ammonium chloride). Solvent: CCOCC (ether), CCOCC (ether), CCOCC (ether). Conditions: temperature 45 celsius, time 5 hour. Yields the product CC1=CC=CC=2C(C3=C(C=CC21)C=CC=C3)(O)CCCN(C)C (1-methyl-5-(3-dimethylaminopropyl)-5-hydroxy-5H-dibenzo[a,d]cycloheptene). RXN SMILES: CI.Cl[CH2:4][CH2:5][CH2:6][N:7]([CH3:9])[CH3:8].[CH3:10][C:11]1[C:21]2[CH:20]=[CH:19][C:18]3[CH:22]=[CH:23][CH:24]=[CH:25][C:17]=3[C:16](=[O:26])[C:15]=2[CH:14]=[CH:13][CH:12]=1.[Cl-].[NH4+]>CCOCC>[CH3:10][C:11]1[C:21]2[CH:20]=[CH:19][C:18]3[CH:22]=[CH:23][CH:24]=[CH:25][C:17]=3[C:16]([CH2:4][CH2:5][CH2:6][N:7]([CH3:9])[CH3:8])([OH:26])[C:15]=2[CH:14]=[CH:13][CH:12]=1 |f:3.4|. Procedure: 20 g. of Gilman alloy are covered with 40 ml. of dry ether and treated with 0.5 ml. of methyl iodide. After the vigorous reaction has subsided somewhat, a solution containing 80 ml. of 1chloro-3-dimethylaminopropane in 360 ml. of dry ether is added dropwise in such a way that the reaction mixture is maintained at boiling. The mixture is stirred at 45° C. under reflux conditions for an additional 5 hours. The reaction mixture is then cooled with ice-water and a solution containing 43.6 g. of 1-me... Starting materials: C(C)C1CCCCN=C1OC (6-ethyl-3,4,5,6-tetrahydro-7-methoxy-2H-azepine), [Cl-].[NH4+] (ammonium chloride). Solvent: CO (MeOH). Yields the product Cl.C(C)C1C(NCCCC1)=N (3-ethyl-hexahydro-1H-azepin-2-imine, monohydrochloride). Isolated yield 93.5%. As a reaction SMILES: [CH2:1]([CH:3]1[C:9](OC)=[N:8][CH2:7][CH2:6][CH2:5][CH2:4]1)[CH3:2].[Cl-:12].[NH4+:13]>CO>[ClH:12].[CH2:1]([CH:3]1[CH2:4][CH2:5][CH2:6][CH2:7][NH:8][C:9]1=[NH:13])[CH3:2] |f:1.2,4.5|. Procedure: The product of EXAMPLE 58 (600 mg, 3.9 mmol) in 20 mL of MeOH was reacted with ammonium chloride (165 mg, 3.1 mmol) by the method of EXAMPLE 27 to yield 512 mg (93%) of the title material. Starting materials: CC(C)(C)OC(=O)N1CCC(C(=O)O)CC1, C[Si](C)(C)C=[N+]=[N-], CO, ClCCl. Yields the product COC(=O)C1CCN(C(=O)OC(C)(C)C)CC1. Reaction SMILES: [C:1](=[O:2])([O:3][C:4]([CH3:5])([CH3:6])[CH3:7])[N:8]1[CH2:9][CH2:10][CH:11]([C:12](=[O:13])[OH:14])[CH2:15][CH2:16]1.[CH3:17][Si:18]([CH:19]=[N+:20]=[N-:21])([CH3:22])[CH3:23].[CH3:24][OH:25].[Cl:26][CH2:27][Cl:28]>>[C:1](=[O:2])([O:3][C:4]([CH3:5])([CH3:6])[CH3:7])[N:8]1[CH2:9][CH2:10][CH:11]([C:12](=[O:13])[O:14][CH3:17])[CH2:15][CH2:16]1.